This data is from the Open Reaction Database (ORD), a public repository of structured organic reaction records. The task is: describe an organic reaction: reactants, conditions, products, and yield Starting materials: CCOC(=O)Cl, CCOC(=N)N1Cc2ccccc2-c2ccccc2C1. The product is CCOC(=O)N=C(OCC)N1Cc2ccccc2-c2ccccc2C1. As a reaction SMILES: [Cl:21][C:22](=[O:23])[O:24][CH2:25][CH3:26].[cH:1]1[cH:2][cH:3][cH:4][c:5]2[c:11]1-[c:10]1[c:9]([cH:15][cH:14][cH:13][cH:12]1)[CH2:8][N:7]([C:16]([O:17][CH2:18][CH3:19])=[NH:20])[CH2:6]2>>[cH:1]1[cH:2][cH:3][cH:4][c:5]2[c:11]1-[c:10]1[c:9]([cH:15][cH:14][cH:13][cH:12]1)[CH2:8][N:7]([C:16]([O:17][CH2:18][CH3:19])=[N:20][C:22](=[O:23])[O:24][CH2:25][CH3:26])[CH2:6]2. The solvent is C1CCOC1 (THF), C1CCOC1 (THF), C1CCCCC1 (cyclohexane). Yields the product BrC1=C(C=CC=C1)CC(C=1C=NC=CC1)C=1C=NC=CC1 (3,3′-[2-(2-bromophenyl)ethane-1,1-diyl]dipyridine). Reaction SMILES: [CH2:1]([C:8]1[CH:9]=[N:10][CH:11]=[CH:12][CH:13]=1)[C:2]1[CH:3]=[N:4][CH:5]=[CH:6][CH:7]=1.C([N-]C(C)C)(C)C.[Li+].[Br:22][C:23]1[CH:30]=[CH:29][CH:28]=[CH:27][C:24]=1[CH2:25]Br.O>C1COCC1.C1CCCCC1>[Br:22][C:23]1[CH:30]=[CH:29][CH:28]=[CH:27][C:24]=1[CH2:25][CH:1]([C:8]1[CH:9]=[N:10][CH:11]=[CH:12][CH:13]=1)[C:2]1[CH:3]=[N:4][CH:5]=[CH:6][CH:7]=1 |f:1.2|. Conditions: temperature 0 celsius, time 30 minute. Reported procedure: A solution of 3,3′-methylenedipyridine (5.0 g, 29.4 mmol) in THF (300 mL) at 0° C. was treated with lithium diisopropylamide (39 mL of a 1.5 M solution of the mono-THF complex in cyclohexane, 58.7 mmol) dropwise over 10 min. After stirring at 0° C. for 30 min, 2-bromobenzylbromide (7.3 g as a solution in 100 mL THF, 29.4 mmol) was added dropwise via cannula. The reaction mixture was stirred for 1 h at 0° C. before being poured into H2O (300 mL) and extracted with CH2Cl2 (3×300 mL). The organic e... Starting materials: BrC1=C(CBr)C=CC=C1 (2-bromobenzylbromide), O (H2O), C(C=1C=NC=CC1)C=1C=NC=CC1 (3,3′-methylenedipyridine), C(C)(C)[N-]C(C)C.[Li+] (lithium diisopropylamide), solution. The reactants are COC(=O)Cc1cccc(OC)c1, ClC(Cl)(Cl)Cl, CC(C)(C#N)N=NC(C)(C)C#N, O=C1CCC(=O)N1Br. Product: COC(=O)C(Br)c1cccc(OC)c1. As a reaction SMILES: [CH3:13][O:14][C:15]([CH2:16][c:17]1[cH:18][c:19]([O:23][CH3:24])[cH:20][cH:21][cH:22]1)=[O:25].[Cl:34][C:35]([Cl:36])([Cl:37])[Cl:38].[N:1]#[C:2][C:3]([N:4]=[N:5][C:6]([C:7]#[N:8])([CH3:9])[CH3:10])([CH3:11])[CH3:12].[O:26]=[C:27]1[N:28]([Br:33])[C:29](=[O:30])[CH2:31][CH2:32]1>>[CH3:13][O:14][C:15]([CH:16]([c:17]1[cH:18][c:19]([O:23][CH3:24])[cH:20][cH:21][cH:22]1)[Br:33])=[O:25]. As a reaction SMILES: [NH2:1][C:2]([O:9][CH2:10][CH2:11][CH3:12])=[C:3]([C:7]#[N:8])[C:4](=[S:6])[NH2:5].OO.C>C(O)C>[NH2:5][C:4]1[S:6][N:1]=[C:2]([O:9][CH2:10][CH2:11][CH3:12])[C:3]=1[C:7]#[N:8]. Solvent: C(C)O (ethanol). Product: NC1=C(C(=NS1)OCCC)C#N (5-amino-4-cyano-3-propoxyisothiazole). Yield: 95.2%. Procedure: A mixture of 111 g of 3-amino-2-cyano-3-propoxypropene-thioamide in 250 ml of ethanol was heated to reflux. To this stirred mixture was added 20.4 g of 30% hydrogen peroxide, at such a rate as to maintain a uniform rate of reflux. After complete addition, the reaction mixture was heated under reflux for 20 minutes. A quantity of activated charcoal was added to the reaction mixture. The reaction mixture was filtered hot and allowed to cool. The filtrate was poured into 1500 ml of water, and the s... Starting materials: OO (hydrogen peroxide), NC(=C(C(N)=S)C#N)OCCC (3-amino-2-cyano-3-propoxypropene-thioamide), C (charcoal).